This data is from the Open Reaction Database (ORD), a public repository of structured organic reaction records. The task is: describe an organic reaction: reactants, conditions, products, and yield Starting materials: O=C([O-])[O-], CC#N, Clc1nc2ccccc2s1, [Cs+], [Cs+], COC(=O)c1cccc(O)c1C. The product is COC(=O)c1cccc(Oc2nc3ccccc3s2)c1C. As a reaction SMILES: [C:1](=[O:2])([O-:3])[O-:4].[CH3:29][C:30]#[N:31].[Cl:19][c:20]1[s:21][c:22]2[c:23]([n:24]1)[cH:25][cH:26][cH:27][cH:28]2.[Cs+:5].[Cs+:6].[OH:7][c:8]1[c:9]([CH3:18])[c:10]([C:11](=[O:12])[O:13][CH3:14])[cH:15][cH:16][cH:17]1>>[O:7]([c:8]1[c:9]([CH3:18])[c:10]([C:11](=[O:12])[O:13][CH3:14])[cH:15][cH:16][cH:17]1)[c:20]1[s:21][c:22]2[c:23]([n:24]1)[cH:25][cH:26][cH:27][cH:28]2. Reactants: C(C1=CC=CC=C1)N=C=S (benzyl isothiocyanate), N1=CC=CC=C1 (pyridine), NC1=C(C=C(C(=O)OC)C=C1)C(=O)[O-] (Methyl 4-aminoisophthalate). The solvent is C(C)(=O)O (acetic acid). Yields the product C(C1=CC=CC=C1)N1C(NC2=CC=C(C=C2C1=O)C(=O)OC)=S (3-benzyl-6-(methoxycarbonyl)-2-thioxo-1,2,3,4-tetrahydroquinazolin-4-one). Reaction SMILES: [NH2:1][C:2]1[CH:11]=[CH:10][C:5]([C:6]([O:8][CH3:9])=[O:7])=[CH:4][C:3]=1[C:12]([O-:14])=O.[CH2:15]([N:22]=[C:23]=[S:24])[C:16]1[CH:21]=[CH:20][CH:19]=[CH:18][CH:17]=1.N1C=CC=CC=1>C(O)(=O)C>[CH2:15]([N:22]1[C:12](=[O:14])[C:3]2[C:2](=[CH:11][CH:10]=[C:5]([C:6]([O:8][CH3:9])=[O:7])[CH:4]=2)[NH:1][C:23]1=[S:24])[C:16]1[CH:21]=[CH:20][CH:19]=[CH:18][CH:17]=1. Reported procedure: This process is illustrated in Scheme 2 below: Methyl 4-aminoisophthalate (2a) is treated with benzyl isothiocyanate, in a solvent such as pyridine or acetic acid, to give 3-benzyl-6-(methoxycarbonyl)-2-thioxo-1,2,3,4-tetrahydroquinazolin-4-one (2b). This compound is heated, in a refluxing alcohol, in the presence of hydrazine hydrate to give the corresponding hydrazine which is in turn cyclized by reaction with a carboxylic acid derivative R1COOH (such as an acid chloride or an orthoester). The... Reactants: N1CCCC1 (pyrrolidine), C(C)(C)(C)OC(=O)N1C(NCC1)=O (1-t-butoxycarbonyl-2-imidazolidinone), CN1C(NCC1)=O (1-methyl-2-imidazolidinone). Yields the product CN(CC#CCN1C(N(CC1)C(=O)OC(C)(C)C)=O)C (t-Butyl 3-[4-(dimethylamino)-2-butynyl]-2-oxo-1-imidazolidinecarboxylate). Reaction SMILES: N1CC[CH2:3][CH2:2]1.[C:6]([O:10][C:11]([N:13]1[CH2:17][CH2:16][NH:15][C:14]1=[O:18])=[O:12])([CH3:9])([CH3:8])[CH3:7].[CH3:19][N:20]1[CH2:24][CH2:23]N[C:21]1=O>>[CH3:19][N:20]([CH3:21])[CH2:24][C:23]#[C:2][CH2:3][N:15]1[CH2:16][CH2:17][N:13]([C:11]([O:10][C:6]([CH3:9])([CH3:7])[CH3:8])=[O:12])[C:14]1=[O:18]. Procedure details: This product, a liquid, was prepared according to Example 1 by substituting dimethylamine for pyrrolidine and 1-t-butoxycarbonyl-2-imidazolidinone for 1-methyl-2-imidazolidinone. The reactants are CN1CCOCC1 (N-methylmorpholine), C(C)(C)[C@H]1N(C(OC1)=O)C1=CC=C(C(=O)O)C=C1 ((R)-4-(4-isopropyl-2-oxooxazolidin-3-yl)benzoic acid), Cl.ClC1=CC=C(C=C1)C(=O)C1CCNCC1 ((4-chlorophenyl)piperidin-4-ylmethanone hydrochloride), O.[Cl-].COC1=NC(=NC(=N1)OC)[N+]1(CCOCC1)C (4-(4,6-dimethoxy[1.3.5]triazin-2-yl)-4-methylmorpholinium chloride hydrate). The solvent is CO (methanol), C(Cl)(Cl)Cl (chloroform). Reaction conditions: time 8 hour. Product: ClC1=CC=C(C(=O)C2CCN(CC2)C(=O)C2=CC=C(C=C2)N2C(OC[C@H]2C(C)C)=O)C=C1 ((R)-3-{4-[4-(4-chlorobenzoyl)piperidine-1-carbonyl]phenyl}-4-isopropyloxazolidin-2-one). The yield is 80.1%. As a reaction SMILES: [CH:1]([C@@H:4]1[CH2:8][O:7][C:6](=[O:9])[N:5]1[C:10]1[CH:18]=[CH:17][C:13]([C:14]([OH:16])=O)=[CH:12][CH:11]=1)([CH3:3])[CH3:2].Cl.[Cl:20][C:21]1[CH:26]=[CH:25][C:24]([C:27]([CH:29]2[CH2:34][CH2:33][NH:32][CH2:31][CH2:30]2)=[O:28])=[CH:23][CH:22]=1.O.[Cl-].COC1N=C(OC)N=C([N+]2(C)CCOCC2)N=1.CN1CCOCC1>CO.C(Cl)(Cl)Cl>[Cl:20][C:21]1[CH:22]=[CH:23][C:24]([C:27]([CH:29]2[CH2:34][CH2:33][N:32]([C:14]([C:13]3[CH:12]=[CH:11][C:10]([N:5]4[C@H:4]([CH:1]([CH3:2])[CH3:3])[CH2:8][O:7][C:6]4=[O:9])=[CH:18][CH:17]=3)=[O:16])[CH2:31][CH2:30]2)=[O:28])=[CH:25][CH:26]=1 |f:1.2,3.4.5|. Reported procedure: To a mixture of (R)-4-(4-isopropyl-2-oxooxazolidin-3-yl)benzoic acid (499 mg) described in Preparation Example 18, (4-chlorophenyl)piperidin-4-ylmethanone hydrochloride (520 mg) and 4-(4,6-dimethoxy[1.3.5]triazin-2-yl)-4-methylmorpholinium chloride hydrate (DMT-MM)(829 mg) were added chloroform (3 mL), methanol (3 mL) and N-methylmorpholine (220 μL) and the mixture was stirred at room temperature overnight. After evaporation of the solvent, the residue was purified by column chromatography (chlo... Starting materials: C(C)OC(=O)C=1NC2=C(C(=CC=C2C1)C)C (6,7-dimethyl-1H-indole-2-carboxylic acid ethyl ester), C(C)(C)(C)OC(=O)N1S(O[C@H](C1)C)(=O)=O ((S)-5-methyl-2,2-dioxo-[1,2,3]oxathiazolidine-3-carboxylic acid tert-butyl ester). The product is C(C)OC(=O)C=1N(C2=C(C(=CC=C2C1)C)C)[C@@H](CNC(=O)OC(C)(C)C)C ((R)-1-(2-tert-Butoxycarbonylamino-1-methyl-ethyl)-6,7-dimethyl-1H-indole-2-carboxylic acid ethyl ester). As a reaction SMILES: [CH2:1]([O:3][C:4]([C:6]1[NH:7][C:8]2[C:13]([CH:14]=1)=[CH:12][CH:11]=[C:10]([CH3:15])[C:9]=2[CH3:16])=[O:5])[CH3:2].[C:17]([O:21][C:22]([N:24]1[CH2:28][C@H:27]([CH3:29])OS1(=O)=O)=[O:23])([CH3:20])([CH3:19])[CH3:18]>>[CH2:1]([O:3][C:4]([C:6]1[N:7]([C@H:27]([CH3:29])[CH2:28][NH:24][C:22]([O:21][C:17]([CH3:20])([CH3:19])[CH3:18])=[O:23])[C:8]2[C:13]([CH:14]=1)=[CH:12][CH:11]=[C:10]([CH3:15])[C:9]=2[CH3:16])=[O:5])[CH3:2]. Procedure: The title compound, ISP-MS: m/e=375.4 (M+H+), was prepared in accordance with the general method of example 12b) from 6,7-dimethyl-1H-indole-2-carboxylic acid ethyl ester and (S)-5-methyl-2,2-dioxo-[1,2,3]oxathiazolidine-3-carboxylic acid tert-butyl ester. Starting materials: CS(C)=O, C=C(C)CN=C1CC(C)(C)NC(C)(C)C1, Cc1ccccc1. Yields the product CC(C)=CN=C1CC(C)(C)NC(C)(C)C1. Reaction SMILES: [CH3:16][S:17](=[O:18])[CH3:19].[CH3:1][C:2]1([CH3:15])[NH:3][C:4]([CH3:13])([CH3:14])[CH2:5][C:6](=[N:8][CH2:9][C:10](=[CH2:11])[CH3:12])[CH2:7]1.[CH3:20][c:21]1[cH:22][cH:23][cH:24][cH:25][cH:26]1>>[CH3:1][C:2]1([CH3:15])[NH:3][C:4]([CH3:13])([CH3:14])[CH2:5][C:6](=[N:8][CH:9]=[C:10]([CH3:11])[CH3:12])[CH2:7]1. Starting materials: C(=O)(O)[O-].[Na+] (NaHCO3), OCC[C@@]1(C=C[C@H](C1)NC(OC(C)(C)C)=O)C(=O)N1CC=2C=C(C=NC2CC1)C(F)(F)F (tert-butyl ((1S,4S)-4-(2-hydroxyethyl)-4-(3-(trifluoromethyl)-5,6,7,8-tetrahydro-1,6-naphthyridine-6-carbonyl)cyclopent-2-en-1-yl)carbamate), C1(=CC=CC=C1)P(C1=CC=CC=C1)C1=CC=CC=C1 (triphenylphosphine), CC(C)OC(=O)/N=N/C(=O)OC(C)C (diisopropylazodicarboxylate), C(C)(=S)O (thioacetic acid). The solvent is O (water), C1CCOC1 (THF). Reaction conditions: time 2 hour. Yields the product C(C)(SCC[C@@]1(C=C[C@H](C1)NC(=O)OC(C)(C)C)C(=O)N1CC=2C=C(C=NC2CC1)C(F)(F)F)=O (S-(2-((1S,4S)-4-((tert-butoxycarbonyl)amino)-1-(3-(trifluoromethyl)-5,6,7,8-tetrahydro-1,6-naphthyridine-6-carbonyl)cyclopent-2-en-1-yl)ethyl) ethanethioate). Reaction SMILES: O[CH2:2][CH2:3][C@@:4]1([C:17]([N:19]2[CH2:28][CH2:27][C:26]3[N:25]=[CH:24][C:23]([C:29]([F:32])([F:31])[F:30])=[CH:22][C:21]=3[CH2:20]2)=[O:18])[CH2:8][C@H:7]([NH:9][C:10](=[O:16])[O:11][C:12]([CH3:15])([CH3:14])[CH3:13])[CH:6]=[CH:5]1.C1(P(C2C=CC=CC=2)C2C=CC=CC=2)C=CC=CC=1.CC(OC(/N=N/C(OC(C)C)=O)=O)C.[C:66]([OH:69])(=[S:68])[CH3:67].C([O-])(O)=O.[Na+]>C1COCC1.O>[C:66](=[O:69])([S:68][CH2:2][CH2:3][C@@:4]1([C:17]([N:19]2[CH2:28][CH2:27][C:26]3[N:25]=[CH:24][C:23]([C:29]([F:32])([F:30])[F:31])=[CH:22][C:21]=3[CH2:20]2)=[O:18])[CH2:8][C@H:7]([NH:9][C:10]([O:11][C:12]([CH3:14])([CH3:13])[CH3:15])=[O:16])[CH:6]=[CH:5]1)[CH3:67] |f:4.5|. Procedure details: To a solution of the product of Example 1, Step D (1950 mg, 3.98 mmol, 1 eq) in THF (40 mL) at rt under Ar was added triphenylphosphine (2.09 g, 7.96 mmol, 2 eq), diisopropylazodicarboxylate (1.55 mL, 7.96 mmol, 2 eq) and thioacetic acid (0.59 mL, 7.96 mmol, 2 eq). After 2 hr, water and saturated NaHCO3 were added, the aqueous was extracted with ether, the organics combined, dried over MgSO4 and concentrated. Purification by chromatography (80 g column) eluting with 30 to 60% EtOAc/heptane affor...